This data is from the Open Reaction Database (ORD), a public repository of structured organic reaction records. The task is: describe an organic reaction: reactants, conditions, products, and yield Starting materials: [BH4-], CCO, Cc1ccc2c(c1)CC(=O)c1cc(F)ccc1S2, [Na+], O. Yields the product Cc1ccc2c(c1)CC(O)c1cc(F)ccc1S2. RXN SMILES: [BH4-:22].[CH3:19][CH2:20][OH:21].[F:1][c:2]1[cH:3][cH:4][c:5]2[c:6]([cH:18]1)[C:7](=[O:17])[CH2:8][c:9]1[c:10]([cH:12][cH:13][c:14]([CH3:16])[cH:15]1)[S:11]2.[Na+:23].[OH2:24]>>[F:1][c:2]1[cH:3][cH:4][c:5]2[c:6]([cH:18]1)[CH:7]([OH:17])[CH2:8][c:9]1[c:10]([cH:12][cH:13][c:14]([CH3:16])[cH:15]1)[S:11]2. Starting materials: [N+](#[C-])C(C)(C)C (2-isocyano-2-methylpropane), BrC=1C=C(C(=NC1)N)C (5-bromo-3-methylpyridin-2-amine), ClC=1C=C(C=O)C=CC1 (3-chlorobenzaldehyde), O.C1(=CC=C(C=C1)S(=O)(=O)O)C (p-toluenesulfonic acid monohydrate). The solvent is CO (MeOH). Conditions: time 5 minute. Yields the product BrC=1C=C(C=2N(C1)C(=C(N2)C2=CC(=CC=C2)Cl)NC(C)(C)C)C ([6-Bromo-2-(3-chloro-phenyl)-8-methyl-imidazo[1,2-a]pyridin-3-yl]-tert-butyl-amine). Yield: 30.9%. Reaction SMILES: [Br:1][C:2]1[CH:3]=[C:4]([CH3:9])[C:5]([NH2:8])=[N:6][CH:7]=1.[Cl:10][C:11]1[CH:12]=[C:13]([CH:16]=[CH:17][CH:18]=1)[CH:14]=O.O.C1(C)C=CC(S(O)(=O)=O)=CC=1.[N+:31]([C:33]([CH3:36])([CH3:35])[CH3:34])#[C-:32]>CO>[Br:1][C:2]1[CH:3]=[C:4]([CH3:9])[C:5]2[N:6]([C:32]([NH:31][C:33]([CH3:36])([CH3:35])[CH3:34])=[C:14]([C:13]3[CH:16]=[CH:17][CH:18]=[C:11]([Cl:10])[CH:12]=3)[N:8]=2)[CH:7]=1 |f:2.3|. Procedure details: 5-bromo-3-methylpyridin-2-amine (200 mg, 1.07 mmol, Eq: 1.00), 3-chlorobenzaldehyde (158 mg, 128 μL, 1.12 mmol, Eq: 1.05) and p-toluenesulfonic acid monohydrate (61.0 mg, 321 μmol, Eq: 0.3) were dissolved in MeOH (1.5 mL) and the intensive yellow solution was stirred for 5 min. To this yellow solution was added dropwise 2-isocyano-2-methylpropane (88.9 mg, 122 μL, 1.07 mmol, Eq: 1.00) and the corresponding yellow solution was stirred for 2 h. The precipitate was filtered off, washed with MeOH (4... Starting materials: 1C, O1COC2=C1C=CC(=C2)O (1,3-benzodioxol-5-ol), BrC1=C(C=C(C=C1)O)OC (4-bromo-3-methoxyphenol), BrC1=C2C(C(N(C2=CC=C1)CCCCC)=O)=O (4-bromo-1-pentyl-1H-indole-2,3-dione), C(CCCC)N1C(C(C2=CC=CC=C12)=O)=O (1-pentyl-1H-indole-2,3-dione). The product is BrC=1C(=CC(=C(C1)C1(C(N(C2=CC=CC=C12)CCCCC)=O)O)O)OC (3-(5-bromo-2-hydroxy-4-methoxyphenyl)-3-hydroxy-1-pentyl-1,3-dihydro-2H-indol-2-one). RXN SMILES: Br[C:2]1[CH:10]=[CH:9][CH:8]=[C:7]2[C:3]=1[C:4](=[O:17])[C:5](=[O:16])[N:6]2[CH2:11][CH2:12][CH2:13][CH2:14][CH3:15].C(N1C2C(=CC=CC=2)C(=O)C1=O)CCCC.O1C2C=CC(O)=CC=2OC1.[Br:44][C:45]1[CH:50]=[CH:49][C:48]([OH:51])=[CH:47][C:46]=1[O:52][CH3:53]>>[Br:44][C:45]1[C:46]([O:52][CH3:53])=[CH:47][C:48]([OH:51])=[C:49]([C:4]2([OH:17])[C:3]3[C:7](=[CH:8][CH:9]=[CH:10][CH:2]=3)[N:6]([CH2:11][CH2:12][CH2:13][CH2:14][CH3:15])[C:5]2=[O:16])[CH:50]=1. Reported procedure: Following the procedure as described in PREPARATION 1C, and making non-critical variations to replace 4-bromo-1-pentyl-1H-indole-2,3-dione with 1-pentyl-1H-indole-2,3-dione, and 1,3-benzodioxol-5-ol with 4-bromo-3-methoxyphenol, the title compound was obtained (48%): 1H NMR (300 MHz, CDCl3) δ 9.85 (s, 1H), 7.52-7.38 (m, 2H), 7.22 (td, 1H), 6.94 (d, 1H), 6.89 (s, 1H), 6.63 (s, 1H), 4.13-4.03 (br, 1H)3.86(s, 3H), 3.80-3.57 (m, 2H), 1.75-1.63 (m, 2H), 1.40-1.25 (m, 4H), 0.88 (t, 3H); MS (ES+) m/z 4... The reactants are Stannous chloride dihydrate, CC=1C=C(C=CC1[N+](=O)[O-])N1C=NC=C1 (1-(3-methyl-4-nitrophenyl)imidazole), [OH-].[Na+] (sodium hydroxide). Reported procedure: Stannous chloride dihydrate (55.0 g) was added portionwise to a stirred suspension of 1-(3-methyl-4-nitrophenyl)imidazole (10.0 g) in absolute ethanol (100 cm3). After heating under reflux for 4 hours, the cooled mixture was basified to pH8 with aqueous 2.5M sodium hydroxide solution and filtered. The filtrate was evaporated in vacuo, partitioned between chloroform (100 cm3) and water (50 cm3), and the aqueous phase was further extracted with chloroform (3×50 cm3). The combined and dried (MgSO4)... Solvent: C(C)O (ethanol). As a reaction SMILES: [CH3:1][C:2]1[CH:3]=[C:4]([N:11]2[CH:15]=[CH:14][N:13]=[CH:12]2)[CH:5]=[CH:6][C:7]=1[N+:8]([O-])=O.[OH-].[Na+]>C(O)C>[NH2:8][C:7]1[CH:6]=[CH:5][C:4]([N:11]2[CH:15]=[CH:14][N:13]=[CH:12]2)=[CH:3][C:2]=1[CH3:1] |f:1.2|. Product: NC1=C(C=C(C=C1)N1C=NC=C1)C (1-(4-amino-3-methylphenyl)imidazole). Starting materials: CCO, Cc1cc(C)c([N+](=O)[O-])cc1C. The product is Cc1cc(C)c(N)cc1C. RXN SMILES: [CH3:13][CH2:14][OH:15].[CH3:1][c:2]1[c:3]([N+:10]([O-:11])=[O:12])[cH:4][c:5]([CH3:9])[c:6]([CH3:8])[cH:7]1>>[CH3:1][c:2]1[c:3]([NH2:10])[cH:4][c:5]([CH3:9])[c:6]([CH3:8])[cH:7]1. Reactants: COC(=O)CO, CCN=C=NCCCN(C)C, CN(C)C=O, Cn1c(C(F)(F)F)cc(=O)n(-c2cc(Oc3cccnc3OCC(=O)O)c(Cl)cc2F)c1=O, Cl, O. Yields the product COC(=O)COC(=O)COc1ncccc1Oc1cc(-n2c(=O)cc(C(F)(F)F)n(C)c2=O)c(F)cc1Cl. Reaction SMILES: [C:46]([CH2:47][OH:48])(=[O:49])[O:50][CH3:51].[CH3:2][N:3]([CH3:4])[CH2:5][CH2:6][CH2:7][N:8]=[C:9]=[N:10][CH2:11][CH3:12].[CH3:52][N:53]([CH3:54])[CH:55]=[O:56].[Cl:13][c:14]1[c:15]([O:16][c:17]2[c:18]([O:23][CH2:24][C:25](=[O:26])[OH:27])[n:19][cH:20][cH:21][cH:22]2)[cH:28][c:29](-[n:33]2[c:34](=[O:45])[n:35]([CH3:44])[c:36]([C:40]([F:41])([F:42])[F:43])[cH:37][c:38]2=[O:39])[c:30]([F:32])[cH:31]1.[ClH:1].[OH2:57]>>[Cl:13][c:14]1[c:15]([O:16][c:17]2[c:18]([O:23][CH2:24][C:25](=[O:26])[O:27][CH2:47][C:46](=[O:49])[O:50][CH3:51])[n:19][cH:20][cH:21][cH:22]2)[cH:28][c:29](-[n:33]2[c:34](=[O:45])[n:35]([CH3:44])[c:36]([C:40]([F:41])([F:42])[F:43])[cH:37][c:38]2=[O:39])[c:30]([F:32])[cH:31]1. Starting materials: CCO, CCOC(=O)C1CC2(CCC1NC(C)c1ccccc1)OCCO2, Cc1ccc(S(=O)(=O)O)cc1. Product: CCOC(=O)C1CC2(CCC1N)OCCO2, Cc1ccc(S(=O)(=O)O)cc1. As a reaction SMILES: [CH3:36][CH2:37][OH:38].[c:12]1([CH:13]([CH3:14])[NH:20][CH:21]2[CH:22]([C:31](=[O:32])[O:33][CH2:34][CH3:35])[CH2:23][C:24]3([O:25][CH2:26][CH2:27][O:28]3)[CH2:29][CH2:30]2)[cH:15][cH:16][cH:17][cH:18][cH:19]1.[c:1]1([CH3:11])[cH:2][cH:3][c:4]([S:7](=[O:8])(=[O:9])[OH:10])[cH:5][cH:6]1>>[NH2:20][CH:21]1[CH:22]([C:31](=[O:32])[O:33][CH2:34][CH3:35])[CH2:23][C:24]2([O:25][CH2:26][CH2:27][O:28]2)[CH2:29][CH2:30]1.[c:1]1([CH3:11])[cH:2][cH:3][c:4]([S:7](=[O:8])(=[O:9])[OH:10])[cH:5][cH:6]1.